Dataset: the Open Reaction Database (ORD), a public repository of structured organic reaction records. Task: describe an organic reaction: reactants, conditions, products, and yield Yields the product COc1cc[nH]c1C=C1C(=O)Nc2ccc(N)c(-c3ccc4[nH]ccc4c3)c21. As a reaction SMILES: [CH2:36]1[O:37][CH2:38][CH2:39][CH2:40]1.[CH3:34][OH:35].[Cl-:32].[NH4+:33].[OH2:31].[Zn:41].[nH:1]1[cH:2][cH:3][c:4]2[cH:5][c:6](-[c:10]3[c:11]4[c:15]([cH:16][cH:17][c:18]3[N+:19]([O-:20])=[O:21])[NH:14][C:13](=[O:22])[C:12]4=[CH:23][c:24]3[nH:25][cH:26][cH:27][c:28]3[O:29][CH3:30])[cH:7][cH:8][c:9]12>>[nH:1]1[cH:2][cH:3][c:4]2[cH:5][c:6](-[c:10]3[c:11]4[c:15]([cH:16][cH:17][c:18]3[NH2:19])[NH:14][C:13](=[O:22])[C:12]4=[CH:23][c:24]3[nH:25][cH:26][cH:27][c:28]3[O:29][CH3:30])[cH:7][cH:8][c:9]12. Reactants: C1CCOC1, CO, [Cl-], [NH4+], O, [Zn], COc1cc[nH]c1C=C1C(=O)Nc2ccc([N+](=O)[O-])c(-c3ccc4[nH]ccc4c3)c21. Reactants: solution, C(CCC)[Li] (n-butyllithium), C(=O)=O (carbon dioxide), Cl (hydrochloric acid), FC1=C(C(=CC=C1)F)OC (2,6-difluoroanisole). Run in CCCCCC (n-hexane), O1CCCC1 (tetrahydrofuran), O (water), C(C)(=O)OCC (ethyl acetate). Conditions: temperature 0 celsius, time 1 hour. The product is FC1=C(C(=O)OC)C=CC(=C1OC)F (methyl 2,4-difluoro-3-methoxybenzoate). Reaction SMILES: [F:1][C:2]1[CH:7]=[CH:6][CH:5]=[C:4]([F:8])[C:3]=1[O:9][CH3:10].[CH2:11]([Li])CCC.[C:16](=[O:18])=[O:17].Cl>O1CCCC1.CCCCCC.O.C(OCC)(=O)C>[F:1][C:2]1[C:3]([O:9][CH3:10])=[C:4]([F:8])[CH:5]=[CH:6][C:7]=1[C:16]([O:18][CH3:11])=[O:17]. Procedure details: In 350 ml of tetrahydrofuran was dissolved 22.9 g of 2,6-difluoroanisole, and to the solution was added dropwise 110 ml of a 1.6 M solution of n-butyllithium in n-hexane at -70° C. over a period of 30 minutes. The resulting mixture was stirred at the same temperature for 1 hour, and carbon dioxide was introduced thereinto, after which the mixture was heated to 0° C. over a period of 1 hour. The reaction mixture was added to a mixed solvent of 300 ml of ethyl acetate and 700 ml of water and the p... Reactants: N(=O)[O-].[Na+] (sodium nitrite), ClC1=NC=C(C(=N1)Cl)[N+](=O)[O-] (2,4-dichloro-5-nitropyrimidine), NC=1C=C(C(=O)NC)C=CC1 (3-amino-N-methyl-benzamide), CsHCO3, Cl.NC1=CC=C(C(=O)NCCN(CC)CC)C=C1 (4-amino-N-(2-diethylamino-ethyl)-benzamide HCl), C(=O)(C(F)(F)F)O (TFA). Reagents/catalysts: [Zn] (Zn). Solvent: O (water), CC(=O)O (HOAc), C(C)(=O)O (acetic acid), C1CCOC1 (THF), C(C)(C)O (isopropyl alcohol), O (water), CN(C=O)C (dimethylformamide), C(C)(C)O (isopropyl alcohol), CN(C=O)C (dimethylformamide). Conditions: temperature 50 celsius, time 20 hour. The product is C(C)N(CCNC(C1=CC=C(C=C1)NC=1N=CC2=C(N1)N(N=N2)C=2C=C1CCCC1=CC2)=O)CC (N-(2-Diethylamino-ethyl)-4-(3-indan-5-yl-3H-[1,2,3]triazolo[4,5-d]-pyrimidin-5-ylamino)-benzamide). RXN SMILES: Cl[C:2]1[N:7]=[C:6](Cl)[C:5]([N+:9]([O-])=O)=[CH:4][N:3]=1.[NH2:12][C:13]1[CH:14]=[C:15]([CH:20]=[CH:21][CH:22]=1)[C:16](NC)=O.Cl.[NH2:24][C:25]1[CH:40]=[CH:39][C:28]([C:29]([NH:31][CH2:32][CH2:33][N:34]([CH2:37][CH3:38])[CH2:35][CH3:36])=[O:30])=[CH:27][CH:26]=1.[N:41]([O-])=O.[Na+].[C:45](O)([C:47](F)(F)F)=O>C1COCC1.C(O)(C)C.O.[Zn].CC(O)=O.CN(C)C=O>[CH2:35]([N:34]([CH2:37][CH3:38])[CH2:33][CH2:32][NH:31][C:29](=[O:30])[C:28]1[CH:39]=[CH:40][C:25]([NH:24][C:2]2[N:3]=[CH:4][C:5]3[N:9]=[N:41][N:12]([C:13]4[CH:14]=[C:15]5[C:20](=[CH:21][CH:22]=4)[CH2:47][CH2:45][CH2:16]5)[C:6]=3[N:7]=2)=[CH:26][CH:27]=1)[CH3:36] |f:2.3,4.5|. Procedure details: To a solution of 2,4-dichloro-5-nitropyrimidine (25.0 mg, 0.13 mmol) in THF (0.2 mL) was added a solution of 3-amino-N-methyl-benzamide (19.5 mg, 0.13 mmol) in isopropyl alcohol (0.5 mL)/dimethylformamide (0.3 mL), and CsHCO3 (25.2 mg, 0.13 mmol) in water (0.016 mL total volume). The mixture was stirred at rt for 1.5 hr at which time 4-amino-N-(2-diethylamino-ethyl)-benzamide HCl (procainamide: hydrochloride) (38.9 mg, 0.14 mmol) in isopropyl alcohol (0.5 mL)/dimethylformamide (0.3 mL) was added... The reactants are IC1=CC2=C(NCC(N2)=O)N=C1 (7-Iodo-3,4-dihydro-1H-pyrido[2,3-b]pyrazin-2-one), ClC1=C(CBr)C=C(C=C1)Cl (2,5-dichlorobenzyl bromide). Product: ClC1=C(CN2C3=C(NCC2=O)N=CC(=C3)I)C=C(C=C1)Cl (1-(2,5-Dichlorobenzyl)-7-iodo-3,4-dihydro-1H-pyrido[2,3-b]pyrazin-2-one). Yield: 69.0%. RXN SMILES: [I:1][C:2]1[CH:12]=[N:11][C:5]2[NH:6][CH2:7][C:8](=[O:10])[NH:9][C:4]=2[CH:3]=1.[Cl:13][C:14]1[CH:21]=[CH:20][C:19]([Cl:22])=[CH:18][C:15]=1[CH2:16]Br>>[Cl:13][C:14]1[CH:21]=[CH:20][C:19]([Cl:22])=[CH:18][C:15]=1[CH2:16][N:9]1[C:8](=[O:10])[CH2:7][NH:6][C:5]2[N:11]=[CH:12][C:2]([I:1])=[CH:3][C:4]1=2. Reported procedure: 7-Iodo-3,4-dihydro-1H-pyrido[2,3-b]pyrazin-2-one (1.012 g) was reacted with 2,5-dichlorobenzyl bromide as in General Procedure 1 to give the title compound as a brown solid (69% yield). M.p.>200° C., LCMS: m/z=434.36 (M+H+), 1H-NMR (DMSO-d6, 400 MHz) δ 4.18 (2H, s), 5.07 (2H, s), 4.18 (2H, s), 7.14 (1H, d, J=1.8 Hz), 7.15 (1H, d, J=2.3 Hz), 7.40 (1H, dd, J=8.6, 2.5 Hz), 7.56 (1H, d, J=8.6 Hz), 7.85 (1H, d, J=1.8 Hz). Starting materials: ClCC(=O)Cl (2-Chloroacetyl chloride), NC1=CC=C(CC#N)C=C1 (4-aminobenzylcyanide), O (water). Run in CC(=O)N(C)C (dimethyl acetamide). Reaction conditions: time 1 hour. Yields the product ClCC(=O)NC1=CC=C(CC#N)C=C1 (4-(2-Chloroacetylamino)benzylcyanide). Isolated yield 87.8%. RXN SMILES: [Cl:1][CH2:2][C:3](Cl)=[O:4].[NH2:6][C:7]1[CH:15]=[CH:14][C:10]([CH2:11][C:12]#[N:13])=[CH:9][CH:8]=1.O>CC(N(C)C)=O>[Cl:1][CH2:2][C:3]([NH:6][C:7]1[CH:15]=[CH:14][C:10]([CH2:11][C:12]#[N:13])=[CH:9][CH:8]=1)=[O:4]. Procedure: 2-Chloroacetyl chloride (3.3 ml, 5.0 g, 44 mmol) was added dropwise at 10°-15° C. to a solution of 4-aminobenzylcyanide (5.3 g, 40 mmol) in dimethyl acetamide (20 ml) and the mixture was stirred at room temperature for one hour. After pouring into water the precipitate was collected, washed with water and dried over P2O5 under reduced pressure to give the title compound (7.33 g) as nearly colorless crystals, yield: 87.8%, mp 124°-125° C. Reactants: NC=1C=C(C(=O)O)C=CC1OC (3-amino-4-methoxybenzoic acid), C(CC)(=O)Cl (propionyl chloride), COC1=CC=C(N)C=C1 (4-methoxyaniline). The product is COC1=CC=C(C=C1)NC(C1=CC(=C(C=C1)OC)NC(CC)=O)=O (N-(4′-methoxyphenyl)-3-propionamido-4-methoxybenzamide). Reaction SMILES: [NH2:1][C:2]1[CH:3]=[C:4]([CH:8]=[CH:9][C:10]=1[O:11][CH3:12])[C:5]([OH:7])=O.[C:13](Cl)(=[O:16])[CH2:14][CH3:15].[CH3:18][O:19][C:20]1[CH:26]=[CH:25][C:23]([NH2:24])=[CH:22][CH:21]=1>>[CH3:18][O:19][C:20]1[CH:26]=[CH:25][C:23]([NH:24][C:5](=[O:7])[C:4]2[CH:8]=[CH:9][C:10]([O:11][CH3:12])=[C:2]([NH:1][C:13](=[O:16])[CH2:14][CH3:15])[CH:3]=2)=[CH:22][CH:21]=1. Procedure details: Compound 2611 is synthesized following a similar method as in Example 1 and using 3-amino-4-methoxybenzoic acid, propionyl chloride and 4-methoxyaniline as materials. Total yield of the two steps: 70%.